This data is from the Open Reaction Database (ORD), a public repository of structured organic reaction records. The task is: describe an organic reaction: reactants, conditions, products, and yield Reactants: CCOc1cc(CP(=O)(OCC)OCC)ccc1Nc1ncc(C(F)(F)F)c(Cl)n1, CCOC(=O)C1CCC(c2ccc(N)c3c2CN(C)C3=O)CC1. Product: CCOC(=O)C1CCC(c2ccc(Nc3nc(Nc4ccc(CP(=O)(OCC)OCC)cc4OCC)ncc3C(F)(F)F)c3c2CN(C)C3=O)CC1. Reaction SMILES: [Cl:1][c:2]1[n:3][c:4]([NH:12][c:13]2[c:14]([O:28][CH2:29][CH3:30])[cH:15][c:16]([CH2:17][P:18]([O:19][CH2:20][CH3:21])([O:22][CH2:23][CH3:24])=[O:25])[cH:26][cH:27]2)[n:5][cH:6][c:7]1[C:8]([F:9])([F:10])[F:11].[NH2:31][c:32]1[cH:33][cH:34][c:35]([CH:43]2[CH2:44][CH2:45][CH:46]([C:49](=[O:50])[O:51][CH2:52][CH3:53])[CH2:47][CH2:48]2)[c:36]2[c:40]1[C:39](=[O:41])[N:38]([CH3:42])[CH2:37]2>>[c:2]1([NH:31][c:32]2[cH:33][cH:34][c:35]([CH:43]3[CH2:44][CH2:45][CH:46]([C:49](=[O:50])[O:51][CH2:52][CH3:53])[CH2:47][CH2:48]3)[c:36]3[c:40]2[C:39](=[O:41])[N:38]([CH3:42])[CH2:37]3)[n:3][c:4]([NH:12][c:13]2[c:14]([O:28][CH2:29][CH3:30])[cH:15][c:16]([CH2:17][P:18]([O:19][CH2:20][CH3:21])([O:22][CH2:23][CH3:24])=[O:25])[cH:26][cH:27]2)[n:5][cH:6][c:7]1[C:8]([F:9])([F:10])[F:11]. Starting materials: C(C)(=O)Cl (acetyl chloride), C(C)(C)(C)OC(N(C)[C@@H](C)C(N[C@H](C(=O)N1[C@@H](C2=CC=CC=C2C1)C(NC1=C(C=CC=C1F)F)=O)C1CCCCC1)=O)=O (((S)-1-{(S)-1-Cyclohexyl-2-[(S)-1-(2,6-di fluoro-phenylcarbamoyl)-1,3-dihydro-iso indol-2-yl]-2-oxo-ethylcarbamoyl}-ethyl)-methyl-carbamic acid tert-butyl ester). Run in CO (MeOH). Conditions: time 1 hour. The product is Cl.FC1=C(C(=CC=C1)F)NC(=O)[C@H]1N(CC2=CC=CC=C12)C([C@@H](NC([C@H](C)NC)=O)C1CCCCC1)=O ((S)-2-[(S)-2-Cyclohexyl-2-((S)-2-methylamino-propionylamino)-acetyl]-2,3-dihydro-1H-isoindole-1-carboxylic acid (2,6-difluoro-phenyl)-amide hydrochloride). Yield: 95.1%. Reaction SMILES: C([Cl:4])(=O)C.C(O[C:10](=O)[N:11]([C@H:13]([C:15](=[O:46])[NH:16][C@@H:17]([CH:40]1[CH2:45][CH2:44][CH2:43][CH2:42][CH2:41]1)[C:18]([N:20]1[CH2:28][C:27]2[C:22](=[CH:23][CH:24]=[CH:25][CH:26]=2)[C@H:21]1[C:29](=[O:39])[NH:30][C:31]1[C:36]([F:37])=[CH:35][CH:34]=[CH:33][C:32]=1[F:38])=[O:19])[CH3:14])C)(C)(C)C>CO>[ClH:4].[F:38][C:32]1[CH:33]=[CH:34][CH:35]=[C:36]([F:37])[C:31]=1[NH:30][C:29]([C@@H:21]1[C:22]2[C:27](=[CH:26][CH:25]=[CH:24][CH:23]=2)[CH2:28][N:20]1[C:18](=[O:19])[C@H:17]([CH:40]1[CH2:45][CH2:44][CH2:43][CH2:42][CH2:41]1)[NH:16][C:15](=[O:46])[C@@H:13]([NH:11][CH3:10])[CH3:14])=[O:39] |f:3.4|. Procedure details: A solution of acetyl chloride (552 mg, 500 μL, 7.03 mmol, Eq: 24.2) in MeOH (2 mL) was added to a vial containing ((S)-1-{(S)-1-Cyclohexyl-2-[(S)-1-(2,6-di fluoro-phenylcarbamoyl)-1,3-dihydro-iso indol-2-yl]-2-oxo-ethylcarbamoyl}-ethyl)-methyl-carbamic acid tert-butyl ester (174 mg, 291 μmol, Eq: 1.00). The mixture was stirred at RT for 1 h. The solvent was evaporated and the resulting solid was redissolved in MeCN (3 mL) and water (1 mL). It was lyophilized to give (S)-2-[(S)-2-Cyclohexyl-2-((S... Reactants: CCCCCC(CC(=O)Nc1cc(CN=[N+]=[N-])ccc1C(C)(C)C)c1ccc(OC)cc1OC, CC(C)=O, Cl, [Zn]. The product is CCCCCC(CC(=O)Nc1cc(CN)ccc1C(C)(C)C)c1ccc(OC)cc1OC. RXN SMILES: [C:2]([CH3:3])([CH3:4])([CH3:5])[c:6]1[c:7]([NH:16][C:17]([CH2:18][CH:19]([CH2:20][CH2:21][CH2:22][CH2:23][CH3:24])[c:25]2[c:26]([O:33][CH3:34])[cH:27][c:28]([O:31][CH3:32])[cH:29][cH:30]2)=[O:35])[cH:8][c:9]([CH2:12][N:13]=[N+:14]=[N-:15])[cH:10][cH:11]1.[CH3:36][C:37](=[O:38])[CH3:39].[ClH:1].[Zn:40]>>[C:2]([CH3:3])([CH3:4])([CH3:5])[c:6]1[c:7]([NH:16][C:17]([CH2:18][CH:19]([CH2:20][CH2:21][CH2:22][CH2:23][CH3:24])[c:25]2[c:26]([O:33][CH3:34])[cH:27][c:28]([O:31][CH3:32])[cH:29][cH:30]2)=[O:35])[cH:8][c:9]([CH2:12][NH2:13])[cH:10][cH:11]1. Reactants: ClC(COC(NC1=CC=C(C=C1)SC1=C(C=C(C=C1)NC(C1=CC=C(C=C1)F)=O)[N+](=O)[O-])=O)(Cl)Cl ({4-[4-(4-Fluoro-benzoylamino)-2-nitro-phenylsulfanyl]-phenyl}-carbamic acid 2,2,2-trichloro-ethyl ester), [NH4+].[Cl-] (NH4Cl). Reagents/catalysts: [Fe] (Fe). The product is ClC(COC(NC1=CC=C(C=C1)SC1=C(C=C(C=C1)NC(C1=CC=C(C=C1)F)=O)N)=O)(Cl)Cl ({4-[2-Amino-4-(4-fluoro-benzoylamino)-phenylsulfanyl]-phenyl}-carbamic acid 2,2,2-trichloro-ethyl ester). Yield: 59.1%. Reaction SMILES: [Cl:1][C:2]([Cl:35])([Cl:34])[CH2:3][O:4][C:5](=[O:33])[NH:6][C:7]1[CH:12]=[CH:11][C:10]([S:13][C:14]2[CH:19]=[CH:18][C:17]([NH:20][C:21](=[O:29])[C:22]3[CH:27]=[CH:26][C:25]([F:28])=[CH:24][CH:23]=3)=[CH:16][C:15]=2[N+:30]([O-])=O)=[CH:9][CH:8]=1.[NH4+].[Cl-]>[Fe]>[Cl:35][C:2]([Cl:1])([Cl:34])[CH2:3][O:4][C:5](=[O:33])[NH:6][C:7]1[CH:12]=[CH:11][C:10]([S:13][C:14]2[CH:19]=[CH:18][C:17]([NH:20][C:21](=[O:29])[C:22]3[CH:27]=[CH:26][C:25]([F:28])=[CH:24][CH:23]=3)=[CH:16][C:15]=2[NH2:30])=[CH:9][CH:8]=1 |f:1.2|. Procedure details: The product from Example 238d (0.88 g, 1.6 mmol) was reacted with Fe and NH4Cl as described for Example 9E to give the desired product (0.50 g, 60%). Reactants: COC(=O)C1=NC(=CC=C1)O (6-hydroxy-pyridine-2-carboxylic acid methyl ester), P(=O)(Cl)(Cl)Cl (phosphorus oxychloride). Reaction conditions: temperature 110 celsius, time 15 minute. Yields the product ClC1=CC=CC(=N1)C(=O)OC (Methyl 6-chloro-pyridine-2-carboxylate). Isolated yield 61.0%. As a reaction SMILES: [CH3:1][O:2][C:3]([C:5]1[CH:10]=[CH:9][CH:8]=[C:7](O)[N:6]=1)=[O:4].P(Cl)(Cl)([Cl:14])=O>>[Cl:14][C:7]1[N:6]=[C:5]([C:3]([O:2][CH3:1])=[O:4])[CH:10]=[CH:9][CH:8]=1. Procedure: To 6-hydroxy-pyridine-2-carboxylic acid methyl ester (10.0 g, 71.9 mmol) was added phosphorus oxychloride (138 mL). The mixture was heated in an oil bath at 110° C. for 14 h and the excess phosphorus oxychloride was removed in vacuo. The resulting residue was cooled in an ice bath and anhydrous methanol (146 mL) was slowly added. After 15 min, half of the methanol was removed in vacuo and water (208 mL) was added. The solution was cooled in an ice bath and the precipitate was collected. The soli... The reactants are BrC1=C(C(=C(C=2C(COC21)C2=CC=C(C=C2)C(C)C)C)NC(CC(C)(C)C)=O)C (N-(7-Bromo-3-(4-isopropylphenyl)-4,6-dimethyl-2,3-dihydro-1-benzofuran-5-yl)-3,3-dimethylbutanamide), C(C)(C)(C)OC(=O)N1C(=CC=C1)B(O)O ((1-(tert-butoxycarbonyl)-1H-pyrrol-2-yl) boronic acid). Yields the product N1C(=CC=C1)C1=C(C(=C(C=2C(COC21)C2=CC=C(C=C2)C(C)C)C)NC(CC(C)(C)C)=O)C (N-(7-(1H-Pyrrol-2-yl)-3-(4-isopropylphenyl)-4,6-dimethyl-2,3-dihydro-1-benzofuran-5-yl)-3,3-dimethylbutanamide). Isolated yield 19.0%. Reaction SMILES: Br[C:2]1[C:10]2[O:9][CH2:8][CH:7]([C:11]3[CH:16]=[CH:15][C:14]([CH:17]([CH3:19])[CH3:18])=[CH:13][CH:12]=3)[C:6]=2[C:5]([CH3:20])=[C:4]([NH:21][C:22](=[O:28])[CH2:23][C:24]([CH3:27])([CH3:26])[CH3:25])[C:3]=1[CH3:29].C(OC([N:37]1[CH:41]=[CH:40][CH:39]=[C:38]1B(O)O)=O)(C)(C)C>>[NH:37]1[CH:41]=[CH:40][CH:39]=[C:38]1[C:2]1[C:10]2[O:9][CH2:8][CH:7]([C:11]3[CH:12]=[CH:13][C:14]([CH:17]([CH3:19])[CH3:18])=[CH:15][CH:16]=3)[C:6]=2[C:5]([CH3:20])=[C:4]([NH:21][C:22](=[O:28])[CH2:23][C:24]([CH3:27])([CH3:25])[CH3:26])[C:3]=1[CH3:29]. Reported procedure: Using N-(7-bromo-3-(4-isopropylphenyl)-4,6-dimethyl-2,3-dihydro-1-benzofuran-5-yl)-3,3-dimethylbutanamide obtained in Example 35 and (1-(tert-butoxycarbonyl)-1H-pyrrol-2-yl) boronic acid, the title compound was obtained in the same manner as in Example 107. Yield: 19%. Melting point: 188-190° C. (ethyl acetate). Reactants: CCOCC, O=C(O)c1sc2ccc(Cl)cc2c1C(F)(F)F, [Cu], c1ccc2ncccc2c1. The product is FC(F)(F)c1csc2ccc(Cl)cc12. Reaction SMILES: [CH3:28][CH2:29][O:30][CH2:31][CH3:32].[Cl:1][c:2]1[cH:3][c:4]2[c:5]([s:6][c:7]([C:13]([OH:14])=[O:15])[c:8]2[C:9]([F:10])([F:11])[F:12])[cH:16][cH:17]1.[Cu:33].[cH:18]1[cH:19][c:20]2[c:21]([n:22][cH:23][cH:24][cH:25]2)[cH:26][cH:27]1>>[Cl:1][c:2]1[cH:3][c:4]2[c:5]([s:6][cH:7][c:8]2[C:9]([F:10])([F:11])[F:12])[cH:16][cH:17]1.